Dataset: the Open Reaction Database (ORD), a public repository of structured organic reaction records. Task: describe an organic reaction: reactants, conditions, products, and yield The reactants are C(C)(C)(C)OC(=O)N1CCC2=C(N(N=C2CC1)C(C)C)OS(=O)(=O)C(F)(F)F (2-isopropyl-3-trifluoromethanesulfonyloxy-4,5,7,8-tetrahydro-2H-1,2,6-triaza-azulene-6-carboxylic acid tert-butyl ester), CC1=CC=C(C=C1)B(O)O (4-methylphenylboronic acid). Yields the product C(C)(C)N1N=C2CCNCCC2=C1C1=CC=C(C=C1)C (2-Isopropyl-3-p-tolyl-2,4,5,6,7,8-hexahydro-1,2,6-triaza-azulene). The yield is 100.3%. As a reaction SMILES: C(OC([N:8]1[CH2:17][CH2:16][C:15]2[C:11](=[C:12](OS(C(F)(F)F)(=O)=O)[N:13]([CH:18]([CH3:20])[CH3:19])[N:14]=2)[CH2:10][CH2:9]1)=O)(C)(C)C.[CH3:29][C:30]1[CH:35]=[CH:34][C:33](B(O)O)=[CH:32][CH:31]=1>>[CH:18]([N:13]1[C:12]([C:33]2[CH:34]=[CH:35][C:30]([CH3:29])=[CH:31][CH:32]=2)=[C:11]2[C:15]([CH2:16][CH2:17][NH:8][CH2:9][CH2:10]2)=[N:14]1)([CH3:19])[CH3:20]. Reported procedure: The title compound (129 mg) was prepared as in Example 177, Steps C and D, using 204 mg of 2-isopropyl-3-trifluoromethanesulfonyloxy-4,5,7,8-tetrahydro-2H-1,2,6-triaza-azulene-6-carboxylic acid tert-butyl ester (Example 189, Step A) and 194 mg of 4-methylphenylboronic acid. MS (ESI): exact mass calculated for C17H23N3, 269.19. found, m/z 270.5 [M+H]+. 1H NMR (500 MHz, CD3OD): 7.28 (d, J=7.7 Hz, 2H), 7.12 (d, J=7.7 Hz, 2H), 4.32 (m, 1H), 3.34-3.33 (m, 2H), 3.12-3.10 (m, 2H), 2.70-2.68 (m, 2H), 2.... As a reaction SMILES: [C:1]([NH:8][C@H:9]([C@H:17]1[O:21][C:20](=[O:22])[CH2:19][CH2:18]1)[CH2:10][C:11]1[CH:16]=[CH:15][CH:14]=[CH:13][CH:12]=1)([O:3][C:4]([CH3:7])([CH3:6])[CH3:5])=[O:2].C[Si]([N-][Si](C)(C)C)(C)C.[Li+].[C:33]1([CH2:39][CH2:40][C:41]2[CH:48]=[CH:47][C:44]([CH2:45]Br)=[CH:43][CH:42]=2)[CH:38]=[CH:37][CH:36]=[CH:35][CH:34]=1.C(O)(=O)CC>C1COCC1.C(OCC)(=O)C.O.CN1C(=O)N(C)CCC1>[C:20]([O-:22])(=[O:21])[CH3:19].[C:1]([NH:8][C@H:9]([C@H:17]1[O:21][C:20](=[O:22])[C@H:19]([CH2:45][C:44]2[CH:47]=[CH:48][C:41]([CH2:40][CH2:39][C:33]3[CH:38]=[CH:37][CH:36]=[CH:35][CH:34]=3)=[CH:42][CH:43]=2)[CH2:18]1)[CH2:10][C:11]1[CH:16]=[CH:15][CH:14]=[CH:13][CH:12]=1)([O:3][C:4]([CH3:6])([CH3:7])[CH3:5])=[O:2] |f:1.2|. The reactants are solution, C[Si](C)(C)[N-][Si](C)(C)C.[Li+] (lithium bis(trimethylsilyl)amide), C1(=CC=CC=C1)CCC1=CC=C(CBr)C=C1 (p-(2-phenylethyl)benzyl bromide), C(=O)(OC(C)(C)C)N[C@@H](CC1=CC=CC=C1)[C@@H]1CCC(O1)=O (5(S)-[1(S)-(Boc-amino)-2-phenylethyl]dihydrofuran-2-(3H)-one), C(CC)(=O)O (propionic acid). The solvent is C(C)(=O)OCC (ethyl acetate), C1CCOC1 (THF), C1CCOC1 (THF), CN1CCCN(C1=O)C (DMPU), O (water), C1CCOC1 (THF). Run at temperature 0 celsius, time 15 minute. The product is C(C)(=O)[O-] (acetate), C(=O)(OC(C)(C)C)N[C@@H](CC1=CC=CC=C1)[C@@H]1C[C@H](C(O1)=O)CC1=CC=C(C=C1)CCC1=CC=CC=C1 (5(S)-[1(S)-(Boc-Amino)-2-phenylethyl]-3(R)-{[p-(2-phenylethyl)phenyl]methyl}dihydrofuran-2-(3H)-one). Procedure details: A solution of 4.4 g (14.53 mmol) of 5(S)-[1(S)-(Boc-amino)-2-phenylethyl]dihydrofuran-2-(3H)-one [preparation, see Example 2b)] in 21.4 ml of abs. THF and 2.4 ml of DMPU is treated, at -75° C. and under an N2 atmosphere, with 28 ml of a 1M solution of lithium bis(trimethylsilyl)amide in THF (Aldrich, Steinheim, FRG), and the mixture is subsequently stirred at this temperature for 15 min. A solution of 6.0 g (approximately 80%, 17.5 mmol) of p-(2-phenylethyl)benzyl bromide in 5.4 ml of abs. THF i... The reactants are C(C)(=O)N1CC2=C(CC1)N(N=C2C2=CC=C(C=C2)C(F)(F)F)CC(CN2CCN(CC2)C2=C(C=CC=C2)C)=O (1-[5-acetyl-3-(4-trifluoromethyl-phenyl)-4,5,6,7-tetrahydro-pyrazolo[4,3-c]pyridin-1-yl]-3-(4-o-tolyl-piperazin-1-yl)-propan-2-one), NCCN1CCNCC1 (1-(2-aminoethyl)piperazine), C(C)(=O)O (acetic acid), C(C)(=O)O[BH-](OC(C)=O)OC(C)=O.[Na+] (Sodium triacetoxyborohydride). Solvent: ClCCCl (1,2-dichloroethane), CO.C(Cl)Cl (MeOH CH2Cl2). Conditions: time 30 minute. Yields the product N1(CCNCC1)CCNC(CN1N=C(C=2CN(CCC21)C(C)=O)C2=CC=C(C=C2)C(F)(F)F)CN2CCN(CC2)C2=C(C=CC=C2)C (1-[1-[2-(2-Piperazin-1-yl-ethylamino)-3-(4-o-tolyl-piperazin-1-yl)-propyl]-3-(4-trifluoromethyl-phenyl)-1,4,6,7-tetrahydro-pyrazolo[4,3-c]pyridin-5-yl]-ethanone). Reaction SMILES: [C:1]([N:4]1[CH2:9][CH2:8][C:7]2[N:10]([CH2:23][C:24](=O)[CH2:25][N:26]3[CH2:31][CH2:30][N:29]([C:32]4[CH:37]=[CH:36][CH:35]=[CH:34][C:33]=4[CH3:38])[CH2:28][CH2:27]3)[N:11]=[C:12]([C:13]3[CH:18]=[CH:17][C:16]([C:19]([F:22])([F:21])[F:20])=[CH:15][CH:14]=3)[C:6]=2[CH2:5]1)(=[O:3])[CH3:2].[NH2:40][CH2:41][CH2:42][N:43]1[CH2:48][CH2:47][NH:46][CH2:45][CH2:44]1.C(O)(=O)C.C(O[BH-](OC(=O)C)OC(=O)C)(=O)C.[Na+]>ClCCCl.CO.C(Cl)Cl>[N:43]1([CH2:42][CH2:41][NH:40][CH:24]([CH2:25][N:26]2[CH2:27][CH2:28][N:29]([C:32]3[CH:37]=[CH:36][CH:35]=[CH:34][C:33]=3[CH3:38])[CH2:30][CH2:31]2)[CH2:23][N:10]2[C:7]3[CH2:8][CH2:9][N:4]([C:1](=[O:3])[CH3:2])[CH2:5][C:6]=3[C:12]([C:13]3[CH:18]=[CH:17][C:16]([C:19]([F:21])([F:22])[F:20])=[CH:15][CH:14]=3)=[N:11]2)[CH2:48][CH2:47][NH:46][CH2:45][CH2:44]1 |f:3.4,6.7|. Procedure details: A solution of 1-[5-acetyl-3-(4-trifluoromethyl-phenyl)-4,5,6,7-tetrahydro-pyrazolo[4,3-c]pyridin-1-yl]-3-(4-o-tolyl-piperazin-1-yl)-propan-2-one (54 mg, 0.1 mmol) in 1,2-dichloroethane (0.5 mL) was treated with 1-(2-aminoethyl)piperazine (26 μL, 0.2 mmol) and glacial acetic acid (34 μL, 0.6 mmol) at 25° C. and stirred for 30 min. Sodium triacetoxyborohydride (63.6 mg, 0.3 mmol) was added and the reaction mixture was stirred for an additional 4 h before it was quenched with CH2Cl2 (5 mL) and sat.... Reactants: CC(C)NC(=O)C1OC1C1=CC=CC=C1 (N-(1-methylethyl)-3-phenyl-2-oxiranecarboxamide), COC=1C=C(C=CC1)O (m-methoxyphenol), [H-].[Na+] (sodium hydride), C1COCCOCCOCCOCCOCCO1 (18-crown-6). The solvent is C(C)#N (acetonitrile). Yields the product OC(C(=O)NC(C)C)C(C1=CC=CC=C1)OC1=CC(=CC=C1)OC (α-Hydroxy-β-(3-Methoxyphenoxy)-N-(1-Methylethyl)Benzenepropanamide). RXN SMILES: [CH3:1][CH:2]([NH:4][C:5]([CH:7]1[CH:9]([C:10]2[CH:15]=[CH:14][CH:13]=[CH:12][CH:11]=2)[O:8]1)=[O:6])[CH3:3].[CH3:16][O:17][C:18]1[CH:19]=[C:20](O)[CH:21]=[CH:22][CH:23]=1.[H-].[Na+].C1OCCOCCOCCOCCOCC[O:29]C1>C(#N)C>[OH:29][CH:7]([CH:9]([O:8][C:22]1[CH:21]=[CH:20][CH:19]=[C:18]([O:17][CH3:16])[CH:23]=1)[C:10]1[CH:11]=[CH:12][CH:13]=[CH:14][CH:15]=1)[C:5]([NH:4][CH:2]([CH3:1])[CH3:3])=[O:6] |f:2.3|. Procedure: This compound was prepared from N-(1-methylethyl)-3-phenyl-2-oxiranecarboxamide (10.3 g.), m-methoxyphenol (6.2 g.), sodium hydride (50% oil dispersion, 2.4 g.), 18-crown-6 (1.5 g.) and acetonitrile (500 ml.) as described in Example 12. The crude product (m.p. 118°-120°, yield 2.6 g.) was then recrystallized from ether with a small amount of tetrahydrofuran, giving 2.3 g. of the pure product, m.p. 132°-133°. The reactants are ClCC1=NC(=CC=C1)SC1CCC1 (2-Chloromethyl-6-cyclobutylsulfanyl-pyridine), C(C)OC(=O)C1C(C1)C1=CC(=C(C(=C1)F)O)F (2-(3,5-difluoro-4-hydroxy-phenyl)-cyclopropane carboxylic acid ethyl ester). The product is C1(CCC1)SC1=CC=CC(=N1)COC1=C(C=C(C=C1F)C1C(C1)C(=O)O)F (2-[4-(6-cyclobutylsulfanyl-pyridin-2-ylmethoxy)-3,5-difluoro-phenyl]-cyclopropane carboxylic acid). The yield is 71.0%. RXN SMILES: Cl[CH2:2][C:3]1[CH:8]=[CH:7][CH:6]=[C:5]([S:9][CH:10]2[CH2:13][CH2:12][CH2:11]2)[N:4]=1.C([O:16][C:17]([CH:19]1[CH2:21][CH:20]1[C:22]1[CH:27]=[C:26]([F:28])[C:25]([OH:29])=[C:24]([F:30])[CH:23]=1)=[O:18])C>>[CH:10]1([S:9][C:5]2[N:4]=[C:3]([CH2:2][O:29][C:25]3[C:24]([F:30])=[CH:23][C:22]([CH:20]4[CH2:21][CH:19]4[C:17]([OH:18])=[O:16])=[CH:27][C:26]=3[F:28])[CH:8]=[CH:7][CH:6]=2)[CH2:13][CH2:12][CH2:11]1. Procedure: 2-Chloromethyl-6-cyclobutylsulfanyl-pyridine (0.040 g, 0.18 mmol) obtained in Step C of Preparation Example 37 and 2-(3,5-difluoro-4-hydroxy-phenyl)-cyclopropane carboxylic acid ethyl ester (0.045 g, 0.18 mmol) obtained in Step B of Preparation Example 31 were used to react sequentially in the same manner as in Steps A and B of Example 1 to obtain the title compound (0.050 g, 69%). The reactants are CI, CN(C)C=O, CC(C)OC(C)C, Clc1ccc2c(c1)C(c1ccccc1)Nc1nnnn1-2, [H-], [Na+]. The product is CN1c2nnnn2-c2ccc(Cl)cc2C1c1ccccc1. RXN SMILES: [CH3:23][I:24].[CH3:32][N:33]([CH3:34])[CH:35]=[O:36].[CH:25]([O:26][CH:27]([CH3:28])[CH3:29])([CH3:30])[CH3:31].[Cl:1][c:2]1[cH:3][c:4]2[c:9]([cH:10][cH:11]1)-[n:8]1[c:7]([n:14][n:13][n:12]1)[NH:6][CH:5]2[c:15]1[cH:16][cH:17][cH:18][cH:19][cH:20]1.[H-:21].[Na+:22]>>[Cl:1][c:2]1[cH:3][c:4]2[c:9]([cH:10][cH:11]1)-[n:8]1[c:7]([n:14][n:13][n:12]1)[N:6]([CH3:25])[CH:5]2[c:15]1[cH:16][cH:17][cH:18][cH:19][cH:20]1.